From a dataset of the Open Reaction Database (ORD), a public repository of structured organic reaction records. describe an organic reaction: reactants, conditions, products, and yield Reactants: ClC1=C2C=CC(=NC2=NC=C1)CCC (5-Chloro-2-propyl-[1,8]naphthyridine), NC1=C(OC2=CC=C(C(=O)N(C)OC)C=C2)C=CC(=C1)Cl (4-(2-amino-4-chlorophenoxy)-N-methoxy-N-methylbenzamide). Product: ClC1=CC(=C(OC2=CC=C(C(=O)N(C)OC)C=C2)C=C1)NC1=CC=NC2=NC(=CC=C12)CCC (4-[4-Chloro-2-(7-propyl-[1,8]naphthyridin-4-ylamino)-phenoxy]-N-methoxy-N-methyl-benzamide). RXN SMILES: Cl[C:2]1[CH:11]=[CH:10][N:9]=[C:8]2[C:3]=1[CH:4]=[CH:5][C:6]([CH2:12][CH2:13][CH3:14])=[N:7]2.[NH2:15][C:16]1[CH:34]=[C:33]([Cl:35])[CH:32]=[CH:31][C:17]=1[O:18][C:19]1[CH:30]=[CH:29][C:22]([C:23]([N:25]([O:27][CH3:28])[CH3:26])=[O:24])=[CH:21][CH:20]=1>>[Cl:35][C:33]1[CH:32]=[CH:31][C:17]([O:18][C:19]2[CH:30]=[CH:29][C:22]([C:23]([N:25]([O:27][CH3:28])[CH3:26])=[O:24])=[CH:21][CH:20]=2)=[C:16]([NH:15][C:2]2[C:3]3[C:8](=[N:7][C:6]([CH2:12][CH2:13][CH3:14])=[CH:5][CH:4]=3)[N:9]=[CH:10][CH:11]=2)[CH:34]=1. Reported procedure: The product from Example 2g (75 mg, 0.36 mmol) was reacted with the product from Example 128b (111 mg, 0.36 mmol) for 18 h following the procedure from Example 1g giving the crude title compound which was purified by HPLC with TFA providing the product as a trifluoroacetic acid (76.3 mg, 36%). 1H NMR (300 MHz, DMSO-d6) δ ppm: 0.88-1.03 (m, 3H) 1.70-1.91 (m, 2H) 2.88-3.00 (m, 2H) 3.18 (s, 3H) 3.42 (s, 3H) 6.71 (d, J=7.35 Hz, 1H) 6.94 (d, J=8.82 Hz, 2H) 7.36 (d, J=8.82 Hz, 1H) 7.50 (d, J=8.82 Hz, ... Starting materials: C(C1=CC=CC=C1)OC1=NC=CC=C1C=1C=C(C=C(C1)C(C)(C)C)/C=C/C1=C(C(=O)O)C=C(C=C1)NS(=O)(=O)C ((E-2-[3-(2-benzyloxy-pyridin-3-yl)-5-tert-butyl-phenyl]-vinyl}-5-methanesulfonylamino-benzoic acid), C(=O)(C(F)(F)F)O (TFA), O (H2O). Run in ice water, C(Cl)Cl (DCM). Product: C(C1=CC=CC=C1)OC1=NC=CC=C1C=1C=C(C=C(C1)C(C)(C)C)C1OC(C2=CC(=CC=C2C1)NS(=O)(=O)C)=O (N-{3-[3-(2-benzyloxy-pyridin-3-yl)-5-tert-butyl-phenyl]-1-oxo-isochroman-7-yl}-methanesulfonamide). As a reaction SMILES: [CH2:1]([O:8][C:9]1[C:14]([C:15]2[CH:16]=[C:17](/[CH:25]=[CH:26]/[C:27]3[CH:35]=[CH:34][C:33]([NH:36][S:37]([CH3:40])(=[O:39])=[O:38])=[CH:32][C:28]=3[C:29]([OH:31])=[O:30])[CH:18]=[C:19]([C:21]([CH3:24])([CH3:23])[CH3:22])[CH:20]=2)=[CH:13][CH:12]=[CH:11][N:10]=1)[C:2]1[CH:7]=[CH:6][CH:5]=[CH:4][CH:3]=1.C(O)(C(F)(F)F)=O.O>C(Cl)Cl>[CH2:1]([O:8][C:9]1[C:14]([C:15]2[CH:16]=[C:17]([CH:25]3[CH2:26][C:27]4[C:28](=[CH:32][C:33]([NH:36][S:37]([CH3:40])(=[O:39])=[O:38])=[CH:34][CH:35]=4)[C:29](=[O:31])[O:30]3)[CH:18]=[C:19]([C:21]([CH3:23])([CH3:22])[CH3:24])[CH:20]=2)=[CH:13][CH:12]=[CH:11][N:10]=1)[C:2]1[CH:7]=[CH:6][CH:5]=[CH:4][CH:3]=1. Procedure details: step b—A solution of 199a, TFA (3 mL), H2O (1 mL) and DCM (10 mL) was heated at reflux for 3 h, cooled and diluted with a ice-water mixture. The pH of the solution was adjusted to ca. 3 with sat'd. NaHCO3 and extracted with EtOAc. The combined extracts were washed with brine, dried, filtered and evaporated to afford N-{3-[3-(2-benzyloxy-pyridin-3-yl)-5-tert-butyl-phenyl]-1-oxo-isochroman-7-yl}-methanesulfonamide (199b) The reactants are O=C([O-])[O-], Cl, [Na+], [Na+], OC1(c2nccs2)CCC2(CC1)OCCO2. The product is O=C1CCC(O)(c2nccs2)CC1. Reaction SMILES: [C:18](=[O:19])([O-:20])[O-:21].[ClH:17].[Na+:22].[Na+:23].[s:1]1[c:2]([C:6]2([OH:16])[CH2:7][CH2:8][C:9]3([O:10][CH2:13][CH2:12][O:11]3)[CH2:14][CH2:15]2)[n:3][cH:4][cH:5]1>>[s:1]1[c:2]([C:6]2([OH:16])[CH2:7][CH2:8][C:9](=[O:10])[CH2:14][CH2:15]2)[n:3][cH:4][cH:5]1. Starting materials: [B-](F)(F)(F)F.[B-](F)(F)(F)F.C1C[N+]2(CC[N+]1(CC2)CCl)F (1-(Chloromethyl)-4-fluoro-1,4-diazoniabicyclo[2.2.2]octane ditetrafluoroborate), FC1=C(C=C(C=C1OC)OC)C1=CC2=C(C=N1)C(=NN2C2OCCCC2)I (6-(2-fluoro-3,5-dimethoxyphenyl)-3-iodo-1-(tetrahydro-2H-pyran-2-yl)-1H-pyrazolo[4,3-c]pyridine). The solvent is C(C)#N (acetonitrile). Reaction conditions: time 1 hour. Product: FC1=C(C(=C(C=C1OC)OC)F)C1=CC2=C(C=N1)C(=NN2C2OCCCC2)I (6-(2,6-difluoro-3,5-dimethoxyphenyl)-3-iodo-1-(tetrahydro-2H-pyran-2-yl)-1H-pyrazolo[4,3-c]pyridine). Yield: 33.2%. RXN SMILES: [B-](F)(F)(F)F.[B-](F)(F)(F)F.C1[N+]2(CCl)CC[N+]([F:21])(CC2)C1.[F:22][C:23]1[C:28]([O:29][CH3:30])=[CH:27][C:26]([O:31][CH3:32])=[CH:25][C:24]=1[C:33]1[N:38]=[CH:37][C:36]2[C:39]([I:48])=[N:40][N:41]([CH:42]3[CH2:47][CH2:46][CH2:45][CH2:44][O:43]3)[C:35]=2[CH:34]=1>C(#N)C>[F:22][C:23]1[C:28]([O:29][CH3:30])=[CH:27][C:26]([O:31][CH3:32])=[C:25]([F:21])[C:24]=1[C:33]1[N:38]=[CH:37][C:36]2[C:39]([I:48])=[N:40][N:41]([CH:42]3[CH2:47][CH2:46][CH2:45][CH2:44][O:43]3)[C:35]=2[CH:34]=1 |f:0.1.2|. Procedure: 1-(Chloromethyl)-4-fluoro-1,4-diazoniabicyclo[2.2.2]octane ditetrafluoroborate (97 mg, 0.27 mmol) was added a stirring solution of 6-(2-fluoro-3,5-dimethoxyphenyl)-3-iodo-1-(tetrahydro-2H-pyran-2-yl)-1H-pyrazolo[4,3-c]pyridine (88 mg, 0.18 mmol) in acetonitrile (5 mL). The mixture was stirred at r.t. for 1 h then concentrated. The solid was filtered out and the filtrate was purified by flash chromatography on a silica gel column with ethyl acetate in hexanes (0-50%) to afford the desired product... Reactants: CC1OC(n2c(Br)nc3cc(Cl)c(Cl)cc32)C(O)C1O, C=CCN, ClCCl. Product: C=CCNc1nc2cc(Cl)c(Cl)cc2n1C1OC(C)C(O)C1O. Reaction SMILES: [Br:5][c:6]1[n:7][c:8]2[c:9]([n:10]1[CH:11]1[CH:12]([OH:13])[CH:14]([OH:15])[CH:16]([CH3:18])[O:17]1)[cH:19][c:20]([Cl:24])[c:21]([Cl:23])[cH:22]2.[CH2:1]([CH:2]=[CH2:3])[NH2:4].[Cl:25][CH2:26][Cl:27]>>[CH2:1]([CH:2]=[CH2:3])[NH:4][c:6]1[n:7][c:8]2[c:9]([n:10]1[CH:11]1[CH:12]([OH:13])[CH:14]([OH:15])[CH:16]([CH3:18])[O:17]1)[cH:19][c:20]([Cl:24])[c:21]([Cl:23])[cH:22]2. Reactants: Br, N#Cc1ccc(C(=O)CCC(=O)O)cc1OCc1ccccc1, CC(=O)O. The product is N#Cc1ccc(C(=O)CCC(=O)O)cc1O. As a reaction SMILES: [BrH:24].[CH2:1]([c:2]1[cH:3][cH:4][cH:5][cH:6][cH:7]1)[O:8][c:9]1[cH:10][c:11]([C:12](=[O:13])[CH2:14][CH2:15][C:16](=[O:17])[OH:18])[cH:19][cH:20][c:21]1[C:22]#[N:23].[CH3:25][C:26](=[O:27])[OH:28]>>[OH:8][c:9]1[cH:10][c:11]([C:12](=[O:13])[CH2:14][CH2:15][C:16](=[O:17])[OH:18])[cH:19][cH:20][c:21]1[C:22]#[N:23].